From a dataset of the Open Reaction Database (ORD), a public repository of structured organic reaction records. describe an organic reaction: reactants, conditions, products, and yield Reported procedure: To a solution of 4-chloro-9-(2-trimethylsilanyl-ethoxymethyl)-9H-dipyrido[2,3-b;4′,3′-d]pyrrole-6-carbonitrile (100 mg, 0.3 mmol) in tetrahydrofuran (1.8 mL) was added sodium hydride as a 60% dispersion in mineral oil (22 mg, 0.56 mmol) followed by a few drops of water. The reaction mixture was stirred at ambient temperature for 5 minutes and then at 40° C. for 2 hours. The mixture was diluted with water (20 mL) and ethyl acetate (50 mL). The organic layer was separated, dried over sodium sulfat... Reaction SMILES: Cl[C:2]1[C:10]2[C:9]3[CH:11]=[C:12]([C:15]#[N:16])[N:13]=[CH:14][C:8]=3[N:7]([CH2:17][O:18][CH2:19][CH2:20][Si:21]([CH3:24])([CH3:23])[CH3:22])[C:6]=2[N:5]=[CH:4][CH:3]=1.[H-].[Na+].[O:27]1CCCC1>O.C(OCC)(=O)C>[OH:27][C:2]1[C:10]2[C:9]3[CH:11]=[C:12]([C:15]#[N:16])[N:13]=[CH:14][C:8]=3[N:7]([CH2:17][O:18][CH2:19][CH2:20][Si:21]([CH3:24])([CH3:23])[CH3:22])[C:6]=2[N:5]=[CH:4][CH:3]=1 |f:1.2|. The reagents and catalysts are O (water). The product is OC1=CC=NC=2N(C3=C(C21)C=C(N=C3)C#N)COCC[Si](C)(C)C (4-hydroxy-9-((2-(trimethylsilyl)ethoxy)methyl)-9H-dipyrido[2,3-b;4′,3′-d]pyrrole-6-carbonitrile). Starting materials: ClC1=CC=NC=2N(C3=C(C21)C=C(N=C3)C#N)COCC[Si](C)(C)C (4-chloro-9-(2-trimethylsilanyl-ethoxymethyl)-9H-dipyrido[2,3-b;4′,3′-d]pyrrole-6-carbonitrile), [H-].[Na+] (sodium hydride), oil, O1CCCC1 (tetrahydrofuran). Reaction conditions: time 5 minute. Run in O (water), C(C)(=O)OCC (ethyl acetate).